This data is from the Open Reaction Database (ORD), a public repository of structured organic reaction records. The task is: describe an organic reaction: reactants, conditions, products, and yield Starting materials: C(CC(=O)O)(=O)O (Malonic acid), C(C1=CC=CO1)=O (furfural), O (water). Run in N1=CC=CC=C1 (pyridine), C(C)O (ethanol), C(C)OCC (diethyl ether). Product: O1C(=CC=C1)C=CC(=O)O (2-furanacrylic acid). Yield: 18.1%. Reaction SMILES: [C:1]([OH:7])(=[O:6])[CH2:2][C:3](O)=O.C(=O)[C:9]1[O:13][CH:12]=[CH:11][CH:10]=1.O>N1C=CC=CC=1.C(O)C.C(OCC)C>[O:13]1[CH:9]=[CH:10][CH:11]=[C:12]1[CH:3]=[CH:2][C:1]([OH:7])=[O:6]. Procedure: Malonic acid (104 g; 1 mole) was dissolved in a mixture of furfural (96 g; 1 mole), pyridine (72 ml) and ethanol (10 ml) and pumped through the CMR (15 ml/min; 165° C.; 1200 kPa). The product mixture was diluted with diethyl ether (200 ml) and washed with 5% aqueous sulphuric acid (4×200 ml) to remove most of the pyridine. The remaining solution was evaporated to dryness on a rotary evaporator and the resultant 2-furanacrylic acid (25 g; 18% yield) crystallised from water m. p. 141° C. The MS wa... Reaction conditions: time 20 hour. Reported procedure: A mixture of 6-chloro-3-ethylpyrimidine-2,4(1H,3H)-dione (0.5 g), 4-bromomethyl-2'-(N-trityltetrazol-5-yl)biphenyl (1.68 g) and potassium carbonate (0.48 g) in DMF (20 ml) was stirred at room temperature for 20 hours. The reaction mixture was concentrated to dryness in vacuo and then the residue was dissolved in methylene chloride. The insoluble material was removed from the reaction mixture by filtration and the filtrate was concentrated to dryness. The resulting residue was purified by column ... The yield is 69.7%. The reactants are ClC1=CC(N(C(N1)=O)CC)=O (6-chloro-3-ethylpyrimidine-2,4(1H,3H)-dione), BrCC1=CC=C(C=C1)C1=C(C=CC=C1)C1=NN=NN1C(C1=CC=CC=C1)(C1=CC=CC=C1)C1=CC=CC=C1 (4-bromomethyl-2'-(N-trityltetrazol-5-yl)biphenyl), C([O-])([O-])=O.[K+].[K+] (potassium carbonate). Product: ClC1=CC(N(C(N1CC1=CC=C(C=C1)C1=C(C=CC=C1)C1=NN=NN1C(C1=CC=CC=C1)(C1=CC=CC=C1)C1=CC=CC=C1)=O)CC)=O (6-Chloro-3-ethyl-1-[[2'-(N-trityltetrazol-5-yl)biphenyl-4-yl]methyl]pyrimidine-2,4(1H,3H)-dione). Reaction SMILES: [Cl:1][C:2]1[NH:7][C:6](=[O:8])[N:5]([CH2:9][CH3:10])[C:4](=[O:11])[CH:3]=1.Br[CH2:13][C:14]1[CH:19]=[CH:18][C:17]([C:20]2[CH:25]=[CH:24][CH:23]=[CH:22][C:21]=2[C:26]2[N:30]([C:31]([C:44]3[CH:49]=[CH:48][CH:47]=[CH:46][CH:45]=3)([C:38]3[CH:43]=[CH:42][CH:41]=[CH:40][CH:39]=3)[C:32]3[CH:37]=[CH:36][CH:35]=[CH:34][CH:33]=3)[N:29]=[N:28][N:27]=2)=[CH:16][CH:15]=1.C(=O)([O-])[O-].[K+].[K+]>CN(C=O)C>[Cl:1][C:2]1[N:7]([CH2:13][C:14]2[CH:15]=[CH:16][C:17]([C:20]3[CH:25]=[CH:24][CH:23]=[CH:22][C:21]=3[C:26]3[N:30]([C:31]([C:44]4[CH:49]=[CH:48][CH:47]=[CH:46][CH:45]=4)([C:38]4[CH:39]=[CH:40][CH:41]=[CH:42][CH:43]=4)[C:32]4[CH:37]=[CH:36][CH:35]=[CH:34][CH:33]=4)[N:29]=[N:28][N:27]=3)=[CH:18][CH:19]=2)[C:6](=[O:8])[N:5]([CH2:9][CH3:10])[C:4](=[O:11])[CH:3]=1 |f:2.3.4|. Run in CN(C)C=O (DMF). Reactants: O=C(CC(=O)OCC)CC(C#C)=O (ethyl 3,5-dioxo-6-heptynoate), B.C1CCOC1 (BH3.THF), C1=C(C=CC2=CC=CC=C12)CN1[C@@H](CCC1)CO ((S)-N-(β-naphthyl)methyl-2-pyrrolidine methanol), aluminum tri-i-propoxide. The solvent is C1CCOC1 (THF), CO (methanol). Reaction conditions: time 20 hour. The product is OC(CC(=O)OCC)CC(C#C)O (ethyl 3,5-dihydroxy-6-heptynoate), desired product. As a reaction SMILES: [O:1]=[C:2]([CH2:9][C:10](=[O:13])[C:11]#[CH:12])[CH2:3][C:4]([O:6][CH2:7][CH3:8])=[O:5].B.C1COCC1.C1C2C(=CC=CC=2)C=CC=1CN1CCC[C@H]1CO>C1COCC1.CO>[OH:1][CH:2]([CH2:9][CH:10]([OH:13])[C:11]#[CH:12])[CH2:3][C:4]([O:6][CH2:7][CH3:8])=[O:5] |f:1.2|. Reported procedure: 50 mg (0.27 mmol) of ethyl 3,5-dioxo-6-heptynoate was dissolved in 5 ml of THF and 52 ml of methanol. Then, with or without addition of aluminum tri-i-propoxide as a metal reagent, a reaction was conducted at 20° C. for 20 hours using 5.4 ml of a 1.0M BH3.THF solution and 6.2 mg (0.027 mmol) of the (S)-N-(β-naphthyl)methyl-2-pyrrolidine methanol (compound (S)-II-1) obtained in Example 1, to obtain ethyl 3,5-dihydroxy-6-heptynoate (VI-2) as oily desired product. The reactants are CC(C)(C)OC(=O)N1CCCC(CO)C1, ClCCl, O=[Cr](=O)([O-])Cl, c1cc[nH+]cc1. The product is CC(C)(C)OC(=O)N1CCCC(C=O)C1. As a reaction SMILES: [C:12](=[O:13])([O:14][C:15]([CH3:16])([CH3:17])[CH3:18])[N:19]1[CH2:20][CH:21]([CH2:25][OH:26])[CH2:22][CH2:23][CH2:24]1.[Cl:27][CH2:28][Cl:29].[O:1]=[Cr:2]([Cl:3])([O-:4])=[O:5].[nH+:6]1[cH:7][cH:8][cH:9][cH:10][cH:11]1>>[C:12](=[O:13])([O:14][C:15]([CH3:16])([CH3:17])[CH3:18])[N:19]1[CH2:20][CH:21]([CH:25]=[O:26])[CH2:22][CH2:23][CH2:24]1. Reactants: CO, Cl, N#CC=C(N)c1ccsc1. Yields the product N#CCC(=O)c1ccsc1. RXN SMILES: [CH3:12][OH:13].[ClH:11].[NH2:1][C:2](=[CH:3][C:4]#[N:5])[c:6]1[cH:7][s:8][cH:9][cH:10]1>>[C:2]([CH2:3][C:4]#[N:5])([c:6]1[cH:7][s:8][cH:9][cH:10]1)=[O:13]. Isolated yield 37.0%. The product is O=S1(N(CCC1)C1=CC=C(C=C1)C12CC3CC(CC3(C1)NCC(=O)N1[C@@H](C[C@@H](C1)F)C#N)C2)=O ((2S,4S)-1-{N-[2-[4-(1,1-dioxidoisothiazolidin-2-yl)phenyl]hexahydro-2,5-methanopentalen-3a(1H)-yl]glycyl}-4-fluoropyrrolidine-2-carbonitrile). Solvent: CCOC(=O)C (EtOAc), CS(=O)C (DMSO). Run at time 3 hour. Reactants: O=S1(N(CCC1)C1=CC=C(C=C1)C12CC3(CC(CC3C1)C2)N)=O (1-[4-(1,1-dioxidoisothiazolidin-2-yl)phenyl]tricyclo[3.3.1.03,7]nonan-3-amine), C(=O)([O-])[O-].[K+].[K+] (K2CO3), ClCC(=O)N1[C@@H](C[C@@H](C1)F)C#N ((2S,4S)-1-(chloroacetyl)-4-fluoropyrrolidine-2-carbonitrile). Procedure details: To a stirred mixture of 1-[4-(1,1-dioxidoisothiazolidin-2-yl)phenyl]tricyclo[3.3.1.03,7]nonan-3-amine (as obtained in example 8 Step II) (0.17 g, 0.5 mmol) and K2CO3 (0.21 g, 1.5 mmol) in DMSO (2 mL) at an ice bath temperature was added (2S,4S)-1-(chloroacetyl)-4-fluoropyrrolidine-2-carbonitrile (0.1 g, 0.5 mmol). The reaction mixture was gradually warmed to room temperature and stirred for 3 h. Upon completion of the reaction (checked by TLC), the reaction mixture was diluted with EtOAc and was... Reaction SMILES: [O:1]=[S:2]1(=[O:23])[CH2:6][CH2:5][CH2:4][N:3]1[C:7]1[CH:12]=[CH:11][C:10]([C:13]23[CH2:21][CH:17]4[CH2:18][CH:19]([CH2:20]2)[C:15]([NH2:22])([CH2:16]4)[CH2:14]3)=[CH:9][CH:8]=1.C([O-])([O-])=O.[K+].[K+].Cl[CH2:31][C:32]([N:34]1[CH2:38][C@@H:37]([F:39])[CH2:36][C@H:35]1[C:40]#[N:41])=[O:33]>CS(C)=O.CCOC(C)=O>[O:1]=[S:2]1(=[O:23])[CH2:6][CH2:5][CH2:4][N:3]1[C:7]1[CH:8]=[CH:9][C:10]([C:13]23[CH2:21][CH:17]4[CH2:16][C:15]([NH:22][CH2:31][C:32]([N:34]5[CH2:38][C@@H:37]([F:39])[CH2:36][C@H:35]5[C:40]#[N:41])=[O:33])([CH2:14]2)[CH:19]([CH2:18]4)[CH2:20]3)=[CH:11][CH:12]=1 |f:1.2.3|.